This data is from the Open Reaction Database (ORD), a public repository of structured organic reaction records. The task is: describe an organic reaction: reactants, conditions, products, and yield Starting materials: CN1CC2=C(C(CC1)O)C=CO2 (7-methyl-5,6,7,8-tetrahydro-4H-furo[2,3-c]azepin-4-ol), C(N)(=O)C1=CC(=C(C=C1)F)Cl (4-carbamoyl-2-chloro-1-fluorobenzene). Product: Cl.ClC1=C(C=CC(=C1)C(N)=O)OC1C2=C(CN(CC1)C)OC=C2 (4-(2-Chloro-4-carbamoylphenyloxy)-7-methyl-5,6,7,8-tetrahydro-4H-furo[2,3-c]azepine hydrochloride). RXN SMILES: [CH3:1][N:2]1[CH2:8][CH2:7][CH:6]([OH:9])[C:5]2[CH:10]=[CH:11][O:12][C:4]=2[CH2:3]1.[C:13]([C:16]1[CH:21]=[CH:20][C:19](F)=[C:18]([Cl:23])[CH:17]=1)(=[O:15])[NH2:14]>>[ClH:23].[Cl:23][C:18]1[CH:17]=[C:16]([C:13](=[O:15])[NH2:14])[CH:21]=[CH:20][C:19]=1[O:9][CH:6]1[CH2:7][CH2:8][N:2]([CH3:1])[CH2:3][C:4]2[O:12][CH:11]=[CH:10][C:5]1=2 |f:2.3|. Procedure: The same method as in Example 3 was conducted using 7-methyl-5,6,7,8-tetrahydro-4H-furo[2,3-c]azepin-4-ol (Reference Example 19) instead of 6-methyl-4,5,6,7-tetrahydrothieno[2,3-c]pyridin-4-ol (Reference Example 6) and was conducted using 4-carbamoyl-2-chloro-1-fluorobenzene instead of 1,3-difluorobenzene to give the objective compound. RXN SMILES: [OH:1][C:2]1[CH:18]=[C:17](O)[CH:16]=[C:15](O)[C:3]=1[C:4](=[O:14])[CH:5]=[CH:6][C:7]1[CH:12]=[CH:11][C:10](O)=[CH:9][CH:8]=1.Cl.C[OH:23]>>[O:1]1[C:2]2[C:3](=[CH:15][CH:16]=[CH:17][CH:18]=2)[C:4](=[O:14])[C:5]([OH:23])=[C:6]1[C:7]1[CH:12]=[CH:11][CH:10]=[CH:9][CH:8]=1. The reactants are flavonoid glycosides, Teflon, Cl (HCl), CO (methanol), OC1=C(C(C=CC2=CC=C(C=C2)O)=O)C(=CC(=C1)O)O (2′,4′,6′,4-tetrahydroxychalcone). Procedure: Determination of flavonoid glycosides and narichalcone (2′,4′,6′,4-tetrahydroxychalcone) in tomato fruit is carried out using a non-hydrolysing method as follows: 40 mg of freeze-dried tomato tissue is weighed and transferred to a 10 ml Pyrex glass tube. To each tube 4 ml of 75% aqueous methanol acidified with HCl to pH 2 is added. The tubes are closed with screw tops containing a Teflon inlay and incubated at room temperature (20-25° C.) for 1 hr with continuous mixing on a roller band. The product is O1C(=C(C(=O)C2=CC=CC=C12)O)C1=CC=CC=C1 (Flavonol). Reported procedure: A mixture of potassium carbonate (45 mg) and 3-amino-4-(2-chloroethylsulfonyl)-1-ethyloxycarbonylmethyl-6-methyl-2-pyridinone (120 mg, 0.33 mmol) in dimethyl acetamide (1.0 mL) was stirred at 160° C. for 1 h. The reaction mixture was cooled and partitioned between ethyl acetate and dilute HCl. The organic layer was washed with brine, dried (Na2SO4) and evaporated to a semi-solid. The crude product was purified by flash column chromatography on silica gel (70-100% ethyl acetate/hexanes gradient) ... Reaction conditions: temperature 160 celsius, time 1 hour. RXN SMILES: C(=O)([O-])[O-].[K+].[K+].[NH2:7][C:8]1[C:9](=[O:27])[N:10]([CH2:21][C:22]([O:24][CH2:25][CH3:26])=[O:23])[C:11]([CH3:20])=[CH:12][C:13]=1[S:14]([CH2:17][CH2:18]Cl)(=[O:16])=[O:15]>CC(N(C)C)=O>[CH2:25]([O:24][C:22]([CH2:21][N:10]1[C:11]([CH3:20])=[CH:12][C:13]2[S:14](=[O:16])(=[O:15])[CH2:17][CH2:18][NH:7][C:8]=2[C:9]1=[O:27])=[O:23])[CH3:26] |f:0.1.2|. The reactants are C([O-])([O-])=O.[K+].[K+] (potassium carbonate), NC=1C(N(C(=CC1S(=O)(=O)CCCl)C)CC(=O)OCC)=O (3-amino-4-(2-chloroethylsulfonyl)-1-ethyloxycarbonylmethyl-6-methyl-2-pyridinone). Run in CC(=O)N(C)C (dimethyl acetamide). The product is C(C)OC(=O)CN1C(C2=C(S(CCN2)(=O)=O)C=C1C)=O (6-Ethyloxycarbonylmethyl-7-methyl-5-oxo-3,4,5,6-tetrahydropyrido-[4,3-b]-1,4-thiazine-1,1-dioxide). Starting materials: CCOC(=O)c1ccc(Br)c(O)c1Br, CCCN(CCC)C(=O)CCl, CC(C)=O, [K+], [K+], O=C([O-])[O-], O. Product: CCCN(CCC)C(=O)COc1c(Br)ccc(C(=O)OCC)c1Br. As a reaction SMILES: [Br:7][c:8]1[c:9]([C:10](=[O:11])[O:12][CH2:13][CH3:14])[cH:15][cH:16][c:17]([Br:20])[c:18]1[OH:19].[CH2:21]([CH2:22][CH3:23])[N:24]([C:25]([CH2:26][Cl:27])=[O:28])[CH2:29][CH2:30][CH3:31].[CH3:33][C:34](=[O:35])[CH3:36].[K+:1].[K+:2].[O-:3][C:4]([O-:5])=[O:6].[OH2:32]>>[Br:7][c:8]1[c:9]([C:10](=[O:11])[O:12][CH2:13][CH3:14])[cH:15][cH:16][c:17]([Br:20])[c:18]1[O:19][CH2:26][C:25]([N:24]([CH2:21][CH2:22][CH3:23])[CH2:29][CH2:30][CH3:31])=[O:28]. The reactants are N (ammonia), C1(=CC=CC=C1)CCNC(C)=O (N-(2-phenylethyl)acetamide), polyphosphoric acid, ice water. Conditions: temperature 160 celsius, time 1.5 hour. The product is CC1=NCCC2=CC=CC=C12 (1-methyl-3,4-dihydroisoquinoline). Isolated yield 97.0%. RXN SMILES: [C:1]1([CH2:7][CH2:8][NH:9][C:10](=O)[CH3:11])[CH:6]=[CH:5][CH:4]=[CH:3][CH:2]=1.N>>[CH3:11][C:10]1[C:6]2[C:1](=[CH:2][CH:3]=[CH:4][CH:5]=2)[CH2:7][CH2:8][N:9]=1. Procedure details: The compound (25.3 g, 154.8 mmol) prepared in Step 1 above was added to polyphosphoric acid (250 g) and then stirred for 1.5 hours at 160° C. The reaction mixture was poured into ice water, neutralized with ammonia solution, and extracted with ethyl acetate. The extract was dried over anhydrous magnesium sulfate and concentrated in vacuo. The resulting residue was subjected to silica gel column chromatography (eluent: methanol/dichloromethane ={fraction (1/20)}) to give 21.8 g of the titled comp... The reactants are ClC=1C=C(C=CC1Cl)C=1N=C2N(C=CC(=C2)C)C1CC(=O)O (2-(3,4-dichlorophenyl)-7-methylimidazo[1,2-a]pyridine-3-acetic acid), N1=C(C=CC=C1)CNCCOC (N-(2-pyridinylmethyl)-2-methoxyethylamine). Product: Cl.COCCN(C(CC1=C(N=C2N1C=CC(=C2)C)C2=CC(=C(C=C2)Cl)Cl)=O)CC2=NC=CC=C2 (N-(2-methoxyethyl)-N-(2-pyridinylmethyl)-2-(3,4-dichlorophenyl)-7-methylimidazo[1,2-a]pyridine-3-acetamide.hydrochloride). The yield is 68.6%. Reaction SMILES: [Cl:1][C:2]1[CH:3]=[C:4]([C:9]2[N:10]=[C:11]3[CH:16]=[C:15]([CH3:17])[CH:14]=[CH:13][N:12]3[C:18]=2[CH2:19][C:20]([OH:22])=O)[CH:5]=[CH:6][C:7]=1[Cl:8].[N:23]1[CH:28]=[CH:27][CH:26]=[CH:25][C:24]=1[CH2:29][NH:30][CH2:31][CH2:32][O:33][CH3:34]>>[ClH:1].[CH3:34][O:33][CH2:32][CH2:31][N:30]([CH2:29][C:24]1[CH:25]=[CH:26][CH:27]=[CH:28][N:23]=1)[C:20](=[O:22])[CH2:19][C:18]1[N:12]2[CH:13]=[CH:14][C:15]([CH3:17])=[CH:16][C:11]2=[N:10][C:9]=1[C:4]1[CH:5]=[CH:6][C:7]([Cl:8])=[C:2]([Cl:1])[CH:3]=1 |f:2.3|. Procedure details: According to the method of Example 14, 2-(3,4-dichlorophenyl)-7-methylimidazo[1,2-a]pyridine-3-acetic acid and N-(2-pyridinylmethyl)-2-methoxyethylamine were used as raw materials for synthesis, to obtain light yellow solid powder, yield 68.6%. m.p. 236-238° C., ESI-MS m/z: 484[M+H]+, 1H NMR(DMSO-d6, 400 MHz)δ: 2.57(s, 2H), 2.60(s, 1H), 3.16(s, 1H), 3.27(s, 2H), 3.40(t, 0.7H, J=4.76 Hz), 3.47(t, 0.7H, J=4.76 Hz), 3.60(t, 1.3H, J=4.76 Hz), 3.84(t, 1.3H, J=4.76 Hz), 4.56(s, 0.7H), 4.66(s, 1.3H), 4... Starting materials: O=C1c2cccc(F)c2CC1Br, O=C1CCc2cc(Cl)c(Cl)cc21, Br[Cu]Br, C1COCCO1. Yields the product O=C1c2cc(Cl)c(Cl)cc2CC1Br. Reaction SMILES: [Br:1][CH:2]1[CH2:3][c:4]2[c:5]([cH:6][cH:7][cH:8][c:9]2[F:10])[C:11]1=[O:12].[Cl:13][c:14]1[cH:15][c:16]2[c:20]([cH:21][c:22]1[Cl:23])[C:19](=[O:24])[CH2:18][CH2:17]2.[Cu:25]([Br:26])[Br:27].[O:28]1[CH2:29][CH2:30][O:31][CH2:32][CH2:33]1>>[Br:1][CH:18]1[CH2:17][c:16]2[cH:15][c:14]([Cl:13])[c:22]([Cl:23])[cH:21][c:20]2[C:19]1=[O:24]. Starting materials: N1=CC=C(C=C1)NC(=O)C1=NC(=CN=C1N)Br (3-amino-6-bromo-pyrazine-2-carboxylic acid pyridin-4-ylamide), O1C(OCC1)CN1N=CC(=C1)B1OC(C(O1)(C)C)(C)C (1-[1,3]dioxolan-2-ylmethyl-4-(4,4,5,5-tetramethyl-[1,3,2]dioxaborolan-2-yl)-1H-pyrazole). The product is N1=CC=C(C=C1)NC(=O)C1=NC(=CN=C1N)C=1C=NN(C1)CC1OCCO1 (3-Amino-6-(1-[1,3]dioxolan-2-ylmethyl-1H-pyrazol-4-yl)-pyrazine-2-carboxylic acid pyridin-4-ylamide). RXN SMILES: [N:1]1[CH:6]=[CH:5][C:4]([NH:7][C:8]([C:10]2[C:15]([NH2:16])=[N:14][CH:13]=[C:12](Br)[N:11]=2)=[O:9])=[CH:3][CH:2]=1.[O:18]1[CH2:22][CH2:21][O:20][CH:19]1[CH2:23][N:24]1[CH:28]=[C:27](B2OC(C)(C)C(C)(C)O2)[CH:26]=[N:25]1>>[N:1]1[CH:6]=[CH:5][C:4]([NH:7][C:8]([C:10]2[C:15]([NH2:16])=[N:14][CH:13]=[C:12]([C:27]3[CH:26]=[N:25][N:24]([CH2:23][CH:19]4[O:20][CH2:21][CH2:22][O:18]4)[CH:28]=3)[N:11]=2)=[O:9])=[CH:3][CH:2]=1. Reported procedure: The reaction of 3-amino-6-bromo-pyrazine-2-carboxylic acid pyridin-4-ylamide (synthesis described for “A10”) with 1-[1,3]dioxolan-2-ylmethyl-4-(4,4,5,5-tetramethyl-[1,3,2]dioxaborolan-2-yl)-1H-pyrazole gives the compound “A12” The reactants are Pd(TPP)2Cl2, C(C#C)ON=C(C)C1=CC(=CC=C1)C(F)(F)F (1-(3-trifluoromethylphenyl)ethanone O-prop-2-ynyl-oxime), COC(C(=COC)Br)=O (2-bromo-3-methoxyacrylic acid methyl ester). Reagents/catalysts: [Cu]I (copper(I) iodide). Run in C(C)N(CC)CC (triethylamine), O1CCCC1 (tetrahydrofuran). Conditions: temperature 70 celsius, time 14 hour. Product: COC(C(C#CCON=C(C)C1=CC(=CC=C1)C(F)(F)F)=COC)=O (2-methoxymethylene-5-[1-(3-trifluoromethylphenyl)ethylideneaminoxy]-pent-3-ynoic acid methyl ester). Yield: 31.2%. Reaction SMILES: [CH2:1]([O:4][N:5]=[C:6]([C:8]1[CH:13]=[CH:12][CH:11]=[C:10]([C:14]([F:17])([F:16])[F:15])[CH:9]=1)[CH3:7])[C:2]#[CH:3].[CH3:18][O:19][C:20](=[O:26])[C:21](Br)=[CH:22][O:23][CH3:24]>C(N(CC)CC)C.O1CCCC1.[Cu]I>[CH3:18][O:19][C:20](=[O:26])[C:21](=[CH:22][O:23][CH3:24])[C:3]#[C:2][CH2:1][O:4][N:5]=[C:6]([C:8]1[CH:13]=[CH:12][CH:11]=[C:10]([C:14]([F:15])([F:16])[F:17])[CH:9]=1)[CH3:7]. Reported procedure: 0.25 g of Pd(TPP)2Cl2 and also 0.1 g of copper(I) iodide are added, under an argon atmosphere, to a solution of 10.0 g of 1-(3-trifluoromethylphenyl)ethanone O-prop-2-ynyl-oxime in 150 ml of triethylamine and the mixture is heated to 70° C. 8.9 g of 2-bromo-3-methoxyacrylic acid methyl ester in 30 ml of tetrahydrofuran are then added and the mixture is stirred at 70° C. for 14 h and then filtered. The filtrate is concentrated by evaporation and chromatographed on silica gel (hexane/diethyl ether...